describe an organic reaction: reactants, conditions, products, and yield From a dataset of the Open Reaction Database (ORD), a public repository of structured organic reaction records. Reactants: ClC1=CC=C(C=C1)C(C1=C(C=C(C=C1)OC)O)=O (4'-chloro-2-hydroxy-4-methoxybenzophenone), Cl.NO (hydroxylamine hydrochloride), E- and Z-oxime. Solvent: N1=CC=CC=C1 (pyridine). Yields the product ClC1=CC=C(C=C1)\C(\C1=C(C=C(C=C1)OC)O)=N/O (E-4'-chloro-2-hydroxy-4-methoxybenzophenone oxime). Reaction SMILES: [Cl:1][C:2]1[CH:7]=[CH:6][C:5]([C:8](=O)[C:9]2[CH:14]=[CH:13][C:12]([O:15][CH3:16])=[CH:11][C:10]=2[OH:17])=[CH:4][CH:3]=1.Cl.[NH2:20][OH:21]>N1C=CC=CC=1>[Cl:1][C:2]1[CH:7]=[CH:6][C:5](/[C:8](=[N:20]\[OH:21])/[C:9]2[CH:14]=[CH:13][C:12]([O:15][CH3:16])=[CH:11][C:10]=2[OH:17])=[CH:4][CH:3]=1 |f:1.2|. Reported procedure: A mixture of 382 g of 4'-chloro-2-hydroxy-4-methoxybenzophenone, 230 g hydroxylamine hydrochloride and 1.5 liters of pyridine is heated under reflux for 3 hr. The solvent is evaporated and the residue is partitioned between hydrochloric acid and ethyl acetate. The organic extracts are combined and washed with saturated sodium chloride solution. The solvent is removed to afford a mixture of E- and Z-oxime isomers which is separated on a Waters Prep LC System 500 using 5% ethyl acetate/toluene as ...